Task: describe an organic reaction: reactants, conditions, products, and yield. Dataset: the Open Reaction Database (ORD), a public repository of structured organic reaction records The reactants are CN(C=CC(=O)C1=CC2=C(N(C=N2)C2=CC(=CC=C2)C2=NC=NC=C2)C=C1)C (5-(3dimethylamino-1-oxo-2-propen-1-yl)-1-(3-(4-pyrimidinyl)phenyl)benzimidazole), NH2OH,HCl, O (water). The solvent is CO (methanol). Conditions: temperature 80 celsius, time 2 hour. Product: O1N=CC=C1C1=CC2=C(N(C=N2)C2=CC(=CC=C2)C2=NC=NC=C2)C=C1 (5-(5-isoxazolyl)-1-(3-(4-pyrimidinyl)phenyl)benzimidazole). Isolated yield 80.1%. RXN SMILES: C[N:2](C)[CH:3]=[CH:4][C:5]([C:7]1[CH:27]=[CH:26][C:10]2[N:11]([C:14]3[CH:19]=[CH:18][CH:17]=[C:16]([C:20]4[CH:25]=[CH:24][N:23]=[CH:22][N:21]=4)[CH:15]=3)[CH:12]=[N:13][C:9]=2[CH:8]=1)=[O:6].O>CO>[O:6]1[C:5]([C:7]2[CH:27]=[CH:26][C:10]3[N:11]([C:14]4[CH:19]=[CH:18][CH:17]=[C:16]([C:20]5[CH:25]=[CH:24][N:23]=[CH:22][N:21]=5)[CH:15]=4)[CH:12]=[N:13][C:9]=3[CH:8]=2)=[CH:4][CH:3]=[N:2]1. Reported procedure: A mixture of 5-(3dimethylamino-1-oxo-2-propen-1-yl)-1-(3-(4-pyrimidinyl)phenyl)benzimidazole (307 mg) and NH2OH,HCl (135 mg, 2.5 equivalents) in methanol (14 ml) was stirred at 80° C. for 2 hours. After cooling the mixture was poured into water and extracted with ethyl acetate. The organic phase was washed with brine, dried, and concentrated under reduced pressure. The residue was chromatographied (CH2Cl2 -methanol 40:1 (v/v)) to give 5-(5-isoxazolyl)-1-(3-(4-pyrimidinyl)phenyl)benzimidazole (22... Starting materials: IC1=C(N(C(=N1)C1=CC=C(C=C1)OC(F)(F)F)C)C(=O)N1CCC(CC1)N1CCCC1 ([5-iodo-3-methyl-2-(4-trifluoromethoxy-phenyl)-3H-imidazol-4-yl]-(4-pyrrolidin-1-yl-piperidin-1-yl)-methanone), N1=CC=C(C=C1)B(O)O (pyridine-4-yl-boronic acid). The product is CN1C(=NC(=C1C(=O)N1CCC(CC1)N1CCCC1)C1=CC=NC=C1)C1=CC=C(C=C1)OC(F)(F)F ([3-Methyl-5-pyridin-4-yl-2-(4-trifluoromethoxy-phenyl)-3H-imidazol-4-yl]-(4-pyrrolidin-1-yl-piperidin-1-yl)-methanone). As a reaction SMILES: I[C:2]1[N:6]=[C:5]([C:7]2[CH:12]=[CH:11][C:10]([O:13][C:14]([F:17])([F:16])[F:15])=[CH:9][CH:8]=2)[N:4]([CH3:18])[C:3]=1[C:19]([N:21]1[CH2:26][CH2:25][CH:24]([N:27]2[CH2:31][CH2:30][CH2:29][CH2:28]2)[CH2:23][CH2:22]1)=[O:20].[N:32]1[CH:37]=[CH:36][C:35](B(O)O)=[CH:34][CH:33]=1>>[CH3:18][N:4]1[C:3]([C:19]([N:21]2[CH2:26][CH2:25][CH:24]([N:27]3[CH2:31][CH2:30][CH2:29][CH2:28]3)[CH2:23][CH2:22]2)=[O:20])=[C:2]([C:35]2[CH:36]=[CH:37][N:32]=[CH:33][CH:34]=2)[N:6]=[C:5]1[C:7]1[CH:12]=[CH:11][C:10]([O:13][C:14]([F:17])([F:16])[F:15])=[CH:9][CH:8]=1. Procedure details: In analogy to the procedure described for example 7, [5-iodo-3-methyl-2-(4-trifluoromethoxy-phenyl)-3H-imidazol-4-yl]-(4-pyrrolidin-1-yl-piperidin-1-yl)-methanone (example 66) was reacted with pyridine-4-yl-boronic acid to give the title compound as light brown solid. MS: 500.2 (MH+). The reactants are CN(C=1OC2=C(N1)C=CC(=C2)C(=O)OC)C (methyl 2-(dimethylamino)benzo[d]oxazole-6-carboxylate), O[Li].O (LiOH—H2O). Solvent: C1CCOC1 (THF), O (H2O). Run at time 8 hour. Product: CN(C=1OC2=C(N1)C=CC(=C2)C(=O)O)C (2-(dimethylamino)benzo[d]oxazole-6-carboxylic acid). Isolated yield 64.0%. Reaction SMILES: [CH3:1][N:2]([CH3:16])[C:3]1[O:4][C:5]2[CH:11]=[C:10]([C:12]([O:14]C)=[O:13])[CH:9]=[CH:8][C:6]=2[N:7]=1.O[Li].O>C1COCC1.O>[CH3:1][N:2]([CH3:16])[C:3]1[O:4][C:5]2[CH:11]=[C:10]([C:12]([OH:14])=[O:13])[CH:9]=[CH:8][C:6]=2[N:7]=1 |f:1.2|. Procedure: To a solution of methyl 2-(dimethylamino)benzo[d]oxazole-6-carboxylate (2.2 g, ca. 10.0 mmol) in THF (10 mL) and H2O (10 mL) was added LiOH—H2O (1.26 g, 30.0 mmol, 3.0 eq) at room temperature. The mixture was stirred at room temperature overnight. The solvent was removed under reduced pressure then the reaction was quenched with 1N aqueous HCl (20 mL). The resulting mixture was extracted by CH2Cl2 (3×30 mL). The solvent was removed to give 2-(dimethylamino)benzo[d]oxazole-6-carboxylic acid (1.32... As a reaction SMILES: C[O-].[Na+].[Na].[CH3:5][SH:6].[CH2:7]1[O:16][C:10]([CH2:12][CH2:13][CH2:14]Cl)([CH3:11])[O:9][CH2:8]1>C1(C)C=CC=CC=1.CO>[CH2:7]1[O:16][C:10]([CH2:12][CH2:13][CH2:14][S:6][CH3:5])([CH3:11])[O:9][CH2:8]1 |f:0.1,^1:3|. Yield: 100.7%. Yields the product C1COC(C)(CCCSC)O1 (5-methylthio-2-pentanone ethylene ketal). Starting materials: C[O-].[Na+] (sodium methoxide), C1COC(C)(CCCCl)O1 (5-chloro-2-pentanone ethylene ketal), [Na] (sodium), CS (methylmercaptan), CS (methylmercaptan), [Na] (sodium). Procedure details: To a solution of sodium methoxide prepared by slowly adding 2.4 g (54 mmol) of sodium to 40 mL of methanol was added 4.8 g (48 mmol) of methylmercaptan followed by 6.6 g (40 mmol) of 5-chloro-2-pentanone ethylene ketal. The mixture was refluxed for 4 h and an additional 50 mmol each of sodium and methylmercaptan was added and then refluxed an additional 4 hours to complete the reaction. 50 mL of toluene was added and the mixture washed twice with 10 mL of 1N sodium hydroxide. The toluene layer w... Run in C1(=CC=CC=C1)C (toluene), CO (methanol). Starting materials: C1(CCCC1)C[C@H](CC(=O)OC(C)(C)C)C(N1N=CCC1C(=O)NC1=NC=CC=N1)=O (1,1-dimethylethyl (3R)-3-(cyclopentylmethyl)-4-oxo-4-{5-[(2-pyrimidinylamino)carbonyl]-4,5-dihydro-1H-pyrazol-1-yl}butanoate), Cl (hydrochloric acid). Run in O1CCOCC1 (1,4-dioxane), O1CCOCC1 (1,4-dioxane). Conditions: time 8 hour. The product is C1(CCCC1)C[C@H](CC(=O)O)C(N1N=CCC1C(=O)NC1=NC=CC=N1)=O ((3R)-3-(Cyclopentylmethyl)-4-oxo-4-{5-[(2-pyrimidinylamino)carbonyl]-4,5-dihydro-1H-pyrazol-1-yl}butanoic acid). Isolated yield 100.0%. Reaction SMILES: [CH:1]1([CH2:6][C@@H:7]([C:16](=[O:31])[N:17]2[CH:21]([C:22]([NH:24][C:25]3[N:30]=[CH:29][CH:28]=[CH:27][N:26]=3)=[O:23])[CH2:20][CH:19]=[N:18]2)[CH2:8][C:9]([O:11]C(C)(C)C)=[O:10])[CH2:5][CH2:4][CH2:3][CH2:2]1.Cl>O1CCOCC1>[CH:1]1([CH2:6][C@@H:7]([C:16](=[O:31])[N:17]2[CH:21]([C:22]([NH:24][C:25]3[N:26]=[CH:27][CH:28]=[CH:29][N:30]=3)=[O:23])[CH2:20][CH:19]=[N:18]2)[CH2:8][C:9]([OH:11])=[O:10])[CH2:5][CH2:4][CH2:3][CH2:2]1. Procedure: To a solution of 1,1-dimethylethyl (3R)-3-(cyclopentylmethyl)-4-oxo-4-{5-[(2-pyrimidinylamino)carbonyl]-4,5-dihydro-1H-pyrazol-1-yl}butanoate (0.21 g, 0.49 mmol) in 1,4-dioxane (10.0 mL) was added 4.0 M hydrochloric acid in 1,4-dioxane (6.11 mL, 24.4 mmol) at room temperature. The reaction mixture was stirred overnight. The solvent was then removed by reduced pressure to afford the crude product (−100% yield), which was used directly in the next step. MS: 374 ([M+H]+). The product is Cl.C[C@@H]1CN(C[C@@H](N1C=1C2=C(N=CN1)SC=C2)C)CC(=O)NC2=C(C=CC(=C2)CN2CCNCC2)C (Cis-2-(3,5-Dimethyl-4-(thieno[2,3-d]pyrimidin-4-yl)piperazin-1-yl)-N-(2-methyl-5-(1-piperazinylmethyl)phenyl)acetamide, hydrochloride salt). Reaction SMILES: [CH3:1][CH:2]1[N:7]([C:8]2[C:9]3[CH:16]=[CH:15][S:14][C:10]=3[N:11]=[CH:12][N:13]=2)[CH:6]([CH3:17])[CH2:5][N:4]([CH2:18][C:19]([NH:21][C:22]2[CH:27]=[C:26]([CH2:28][N:29]3[CH2:34][CH2:33][N:32](C(OC(C)(C)C)=O)[CH2:31][CH2:30]3)[CH:25]=[CH:24][C:23]=2[CH3:42])=[O:20])[CH2:3]1.[ClH:43]>O1CCOCC1>[ClH:43].[CH3:1][C@H:2]1[N:7]([C:8]2[C:9]3[CH:16]=[CH:15][S:14][C:10]=3[N:11]=[CH:12][N:13]=2)[C@@H:6]([CH3:17])[CH2:5][N:4]([CH2:18][C:19]([NH:21][C:22]2[CH:27]=[C:26]([CH2:28][N:29]3[CH2:30][CH2:31][NH:32][CH2:33][CH2:34]3)[CH:25]=[CH:24][C:23]=2[CH3:42])=[O:20])[CH2:3]1 |f:3.4|. Starting materials: CC1CN(CC(N1C=1C2=C(N=CN1)SC=C2)C)CC(=O)NC2=C(C=CC(=C2)CN2CCN(CC2)C(=O)OC(C)(C)C)C (3,5-Dimethyl-4-(thieno[2,3-d]pyrimidin-4-yl)piperazin-1-yl-N-(2-methyl-5-((4-(1,1-dimethylethyloxycarbonyl)piperazin-1-yl)methyl)phenyl)acetamide), Cl (hydrogen chloride). Solvent: O1CCOCC1 (1,4-dioxane). Procedure details: The product from step (iii) (0.17 mg) was dissolved in 4M hydrogen chloride in 1,4-dioxane (2 ml). After 48 h the solvents were evaporated under reduced pressure to leave the title compound as a white solid. Yield: 0.16 g Starting materials: COc1cc(Br)cc(OC)c1O, COS(=O)(=O)OC, [Na+], [OH-], O. The product is COc1cc(Br)cc(OC)c1OC. As a reaction SMILES: [Br:1][c:2]1[cH:3][c:4]([O:11][CH3:12])[c:5]([OH:10])[c:6]([O:8][CH3:9])[cH:7]1.[CH3:15][O:16][S:17]([O:18][CH3:19])(=[O:20])=[O:21].[Na+:14].[OH-:13].[OH2:22]>>[Br:1][c:2]1[cH:3][c:4]([O:11][CH3:12])[c:5]([O:10][CH3:15])[c:6]([O:8][CH3:9])[cH:7]1. Reaction conditions: time 8 hour. Procedure details: 2,3,4,6-Tetra-O-benzyl-D-glucitol (45 g) was dissolved in pyridine (200 ml) and added over 30 min to a solution of mesyl chloride (15 ml) in pyridine (100 ml) at 0° C. The clear solution was stored at 4° C. overnight, after which time TLC analysis showed completion of the reaction. The reaction mixture was partitioned between ethyl acetate and water/ice. The organic fractions were washed with 5% hydrochloric acid then saturated aqueous sodium bicarbonate solution, dried (Na2SO4) and concentrated... RXN SMILES: [CH2:1]([O:8][C@H:9]([C@H:12]([C@@H:21]([C@@H:30]([CH2:32][O:33][CH2:34][C:35]1[CH:40]=[CH:39][CH:38]=[CH:37][CH:36]=1)[OH:31])[O:22][CH2:23][C:24]1[CH:29]=[CH:28][CH:27]=[CH:26][CH:25]=1)[O:13][CH2:14][C:15]1[CH:20]=[CH:19][CH:18]=[CH:17][CH:16]=1)[CH2:10][OH:11])[C:2]1[CH:7]=[CH:6][CH:5]=[CH:4][CH:3]=1.[S:41](Cl)([CH3:44])(=[O:43])=[O:42]>N1C=CC=CC=1>[CH2:1]([O:8][C@H:9]([C@H:12]([C@@H:21]([C@@H:30]([CH2:32][O:33][CH2:34][C:35]1[CH:36]=[CH:37][CH:38]=[CH:39][CH:40]=1)[O:31][S:41]([CH3:44])(=[O:43])=[O:42])[O:22][CH2:23][C:24]1[CH:25]=[CH:26][CH:27]=[CH:28][CH:29]=1)[O:13][CH2:14][C:15]1[CH:20]=[CH:19][CH:18]=[CH:17][CH:16]=1)[CH2:10][O:11][S:41]([CH3:44])(=[O:43])=[O:42])[C:2]1[CH:3]=[CH:4][CH:5]=[CH:6][CH:7]=1. Product: C(C1=CC=CC=C1)O[C@@H](COS(=O)(=O)C)[C@@H](OCC1=CC=CC=C1)[C@H](OCC1=CC=CC=C1)[C@H](OS(=O)(=O)C)COCC1=CC=CC=C1 (2,3,4,6-Tetra-O-benzyl-1,5-di-O-mesyl-D-glucitol). Solvent: N1=CC=CC=C1 (pyridine), N1=CC=CC=C1 (pyridine). The reactants are C(C1=CC=CC=C1)O[C@@H](CO)[C@@H](OCC1=CC=CC=C1)[C@H](OCC1=CC=CC=C1)[C@H](O)COCC1=CC=CC=C1 (2,3,4,6-Tetra-O-benzyl-D-glucitol), S(=O)(=O)(C)Cl (mesyl chloride). The reactants are CCOC(=O)C(C)Br, COC(C)(C)C, C#CCSc1cc(-c2ncc(C(F)(F)F)cc2Cl)ccc1Cl, FC(F)(F)c1cnc(-c2ccc(Cl)c(S)c2)c(Cl)c1. Yields the product CCOC(=O)C(C)Sc1cc(-c2ncc(C(F)(F)F)cc2Cl)ccc1Cl. As a reaction SMILES: [Br:42][CH:43]([C:44](=[O:45])[O:46][CH2:47][CH3:48])[CH3:49].[CH3:50][O:51][C:52]([CH3:53])([CH3:54])[CH3:55].[Cl:1][c:2]1[c:3](-[c:4]2[cH:5][cH:6][c:7]([Cl:8])[c:9]([S:10][CH2:11][C:12]#[CH:13])[cH:14]2)[n:15][cH:16][c:17]([C:18]([F:19])([F:20])[F:21])[cH:22]1.[Cl:23][c:24]1[c:25](-[c:34]2[cH:35][c:36]([SH:41])[c:37]([Cl:40])[cH:38][cH:39]2)[n:26][cH:27][c:28]([C:30]([F:31])([F:32])[F:33])[cH:29]1>>[Cl:23][c:24]1[c:25](-[c:34]2[cH:35][c:36]([S:41][CH:43]([C:44](=[O:45])[O:46][CH2:47][CH3:48])[CH3:49])[c:37]([Cl:40])[cH:38][cH:39]2)[n:26][cH:27][c:28]([C:30]([F:31])([F:32])[F:33])[cH:29]1. Reactants: C(C)(=O)O (Acetic acid), O.NN (hydrazine hydrate), C(#N)C1=CC=C(C=C1)C1CN(C1)C(=O)C=1C(=CC(=C(C(=O)N)C1)C1CCC1)C (5-(3-(4-cyanophenyl)azetidine-1-carbonyl)-2-cyclobutyl-4-methylbenzamide), C(#N)C1=CC=C(C=C1)C1CN(C1)C(=O)C=1C(=CC(=C(C(=O)N)C1)C1CCC1)C (5-(3-(4-cyanophenyl)azetidine-1-carbonyl)-2-cyclobutyl-4-methylbenzamide), COC(C)(N(C)C)OC (1,1-dimethoxy-N,N-dimethylethanamine). The solvent is O1CCOCC1 (dioxane), C(Cl)Cl (DCM). Run at temperature 90 celsius, time 1 hour. Yields the product C1(CCC1)C1=CC(=C(C(=O)N2CC(C2)C2=CC=C(C#N)C=C2)C=C1C1=NN=C(N1)C)C (4-(1-(4-Cyclobutyl-2-methyl-5-(5-methyl-4H-1,2,4-triazol-3-yl)benzoyl)azetidin-3-yl)benzonitrile). The yield is 43.7%. As a reaction SMILES: [C:1]([C:3]1[CH:8]=[CH:7][C:6]([CH:9]2[CH2:12][N:11]([C:13]([C:15]3[C:16]([CH3:28])=[CH:17][C:18]([CH:24]4[CH2:27][CH2:26][CH2:25]4)=[C:19]([CH:23]=3)[C:20]([NH2:22])=O)=[O:14])[CH2:10]2)=[CH:5][CH:4]=1)#[N:2].CO[C:31](OC)([N:33](C)C)[CH3:32].C(O)(=O)C.O.[NH2:43]N>C(Cl)Cl.O1CCOCC1>[CH:24]1([C:18]2[C:19]([C:20]3[NH:33][C:31]([CH3:32])=[N:43][N:22]=3)=[CH:23][C:15]([C:13]([N:11]3[CH2:12][CH:9]([C:6]4[CH:7]=[CH:8][C:3]([C:1]#[N:2])=[CH:4][CH:5]=4)[CH2:10]3)=[O:14])=[C:16]([CH3:28])[CH:17]=2)[CH2:27][CH2:26][CH2:25]1 |f:3.4|. Procedure details: To a 4-mL vial was added 5-(3-(4-cyanophenyl)azetidine-1-carbonyl)-2-cyclobutyl-4-methylbenzamide (compound 6, 39 mg, 0.104 mmol), dioxane (200 μL) and 1,1-dimethoxy-N,N-dimethylethanamine (76 μL, 0.52 mmol). The mixture was heated at 90° C. for 3 hours then cooled to room temperature. Acetic acid (42 μL, 0.73 mmol) and hydrazine hydrate (30 μL, 0.62 mmol) were added and the mixture was stirred at 90° C. for 1 hour. The mixture was diluted with DCM (5 mL) and washed with aqueous NaH2PO4 (1M, 5 m...